From a dataset of the Open Reaction Database (ORD), a public repository of structured organic reaction records. describe an organic reaction: reactants, conditions, products, and yield The reactants are CCc1nc(-c2ccc(Cl)cc2Cl)c(C2CC2)nc1NC1c2ccccc2CC1O, CCOC1Cc2ccccc2C1Nc1nc(CC)c(-c2ccc(Cl)cc2Cl)nc1CC. Yields the product CCOC1Cc2ccccc2C1Nc1nc(C2CC2)c(-c2ccc(Cl)cc2Cl)nc1CC. As a reaction SMILES: [CH:32]1([c:33]2[n:34][c:35]([NH:36][CH:37]3[c:38]4[c:39]([cH:40][cH:41][cH:42][cH:43]4)[CH2:44][CH:45]3[OH:46])[c:47]([CH2:48][CH3:49])[n:50][c:51]2-[c:52]2[cH:53][cH:54][c:55]([Cl:56])[cH:57][c:58]2[Cl:59])[CH2:60][CH2:61]1.[Cl:1][c:2]1[c:3](-[c:9]2[n:10][c:11]([CH2:30][CH3:31])[c:12]([NH:17][CH:18]3[CH:19]([O:27][CH2:28][CH3:29])[CH2:20][c:21]4[cH:22][cH:23][cH:24][cH:25][c:26]43)[n:13][c:14]2[CH2:15][CH3:16])[cH:4][cH:5][c:6]([Cl:8])[cH:7]1>>[Cl:1][c:2]1[c:3](-[c:9]2[n:10][c:11]([CH2:30][CH3:31])[c:12]([NH:17][CH:18]3[CH:19]([O:27][CH2:28][CH3:29])[CH2:20][c:21]4[cH:22][cH:23][cH:24][cH:25][c:26]43)[n:13][c:14]2[CH:15]2[CH2:16][CH2:32]2)[cH:4][cH:5][c:6]([Cl:8])[cH:7]1. Starting materials: COC=1C=C(C=C(C1OC)OC)C(C(CO)[N+](=O)[O-])O (1-(3,4,5-trimethoxyphenyl)-2-nitro-1,3-propanediol), C(C)(=O)OC(C)=O (acetic anhydride), C(C)(=O)Cl (acetyl chloride), ice. Procedure: A mixture of 9.7 g (0.0337 moles) of 1-(3,4,5-trimethoxyphenyl)-2-nitro-1,3-propanediol, 13.78 g (0.135 moles) of acetic anhydride and 2.6 g of acetyl chloride is stirred at 60° C. for 4 hours. Thereafter the mixture is cooled to 20° C. and poured onto 50 g of ice. Crystallization sets in immediately. The separated product is filtered off, washed thrice with 15 ml of ice-cold water, each, and then with a small amount (about 3 ml) of isporopanol, and dried. 11.3 g (90.12%) of the title compound a... Conditions: temperature 60 celsius, time 4 hour. The yield is 91.9%. As a reaction SMILES: [CH3:1][O:2][C:3]1[CH:4]=[C:5]([CH:13]([OH:20])[CH:14]([N+:17]([O-:19])=[O:18])[CH2:15][OH:16])[CH:6]=[C:7]([O:11][CH3:12])[C:8]=1[O:9][CH3:10].[C:21](OC(=O)C)(=[O:23])[CH3:22].[C:28](Cl)(=[O:30])[CH3:29]>>[CH3:1][O:2][C:3]1[CH:4]=[C:5]([CH:13]([O:20][C:28](=[O:30])[CH3:29])[CH:14]([N+:17]([O-:19])=[O:18])[CH2:15][O:16][C:21](=[O:23])[CH3:22])[CH:6]=[C:7]([O:11][CH3:12])[C:8]=1[O:9][CH3:10]. Product: COC=1C=C(C=C(C1OC)OC)C(C(COC(C)=O)[N+](=O)[O-])OC(C)=O (1-(3,4,5-trimethoxyphenyl)-2-nitro-1,3-diacetoxy-propane). Procedure details: Following the procedure used to prepare 3-[4-(1-amino-cyclobutyl)-phenyl]-6-fluoro-2-phenyl-chromen-4-one, {1-[4-(8-bromo-7-methoxy-4-oxo-2-phenyl-4H-chromen-3-yl)-phenyl]-cyclobutyl}-carbamic acid tert-butyl ester (20 mg, 0.035 mmol) was reacted to give the title compound (13 mg, 78%). LCMS (Method E): RT=3.93 min, [M+H]+=476/478. 1H NMR (400 MHz, DMSO-d6): δ 8.05 (d, J=8.7 Hz, 1H), 7.42-7.26 (m, 8H), 7.09 (d, J=7.8 Hz, 2H), 3.99 (s, 3H), 2.56 (bs, 2H), 2.37-2.25 (m, 2H), 2.10-1.87 (m, 3H), 1.6... Yield: 78.0%. Yields the product NC1(CCC1)C1=CC=C(C=C1)C1=C(OC2=C(C(=CC=C2C1=O)OC)Br)C1=CC=CC=C1 (3-[4-(1-Amino-cyclobutyl)-phenyl]-8-bromo-7-methoxy-2-phenyl-chromen-4-one). Reactants: NC1(CCC1)C1=CC=C(C=C1)C1=C(OC2=CC=C(C=C2C1=O)F)C1=CC=CC=C1 (3-[4-(1-amino-cyclobutyl)-phenyl]-6-fluoro-2-phenyl-chromen-4-one), C(C)(C)(C)OC(NC1(CCC1)C1=CC=C(C=C1)C1=C(OC2=C(C(=CC=C2C1=O)OC)Br)C1=CC=CC=C1)=O ({1-[4-(8-bromo-7-methoxy-4-oxo-2-phenyl-4H-chromen-3-yl)-phenyl]-cyclobutyl}-carbamic acid tert-butyl ester). RXN SMILES: NC1(C2C=CC(C3C(=O)C4C(=CC=C(F)C=4)OC=3C3C=CC=CC=3)=CC=2)CCC1.C(OC(=O)[NH:36][C:37]1([C:41]2[CH:46]=[CH:45][C:44]([C:47]3[C:56](=[O:57])[C:55]4[C:50](=[C:51]([Br:60])[C:52]([O:58][CH3:59])=[CH:53][CH:54]=4)[O:49][C:48]=3[C:61]3[CH:66]=[CH:65][CH:64]=[CH:63][CH:62]=3)=[CH:43][CH:42]=2)[CH2:40][CH2:39][CH2:38]1)(C)(C)C>>[NH2:36][C:37]1([C:41]2[CH:42]=[CH:43][C:44]([C:47]3[C:56](=[O:57])[C:55]4[C:50](=[C:51]([Br:60])[C:52]([O:58][CH3:59])=[CH:53][CH:54]=4)[O:49][C:48]=3[C:61]3[CH:66]=[CH:65][CH:64]=[CH:63][CH:62]=3)=[CH:45][CH:46]=2)[CH2:38][CH2:39][CH2:40]1. Reactants: CC1=C(C=NO1)C(=S)NC1=CC=C(C=C1)C(F)(F)F (5-methyl-4-(4-trifluoromethylphenyl)aminothiocarbonylisoxazole), N12CCCCCC2=NCCC1 (1,8-diazabicyclo[5.4.0]undec-7-ene), Cl (hydrochloric acid). Run in C(C)O (ethanol). Product: C(#N)C(=C(C)O)C(=S)NC1=CC=C(C=C1)C(F)(F)F (1-cyano-2-hydroxy-1-(4-trifluoromethylphenyl)aminothiocarbonylpropene). Isolated yield 71.4%. As a reaction SMILES: [CH3:1][C:2]1[O:6][N:5]=[CH:4][C:3]=1[C:7]([NH:9][C:10]1[CH:15]=[CH:14][C:13]([C:16]([F:19])([F:18])[F:17])=[CH:12][CH:11]=1)=[S:8].N12CCCN=C1CCCCC2.Cl>C(O)C>[C:4]([C:3]([C:7]([NH:9][C:10]1[CH:15]=[CH:14][C:13]([C:16]([F:17])([F:18])[F:19])=[CH:12][CH:11]=1)=[S:8])=[C:2]([OH:6])[CH3:1])#[N:5]. Reported procedure: A solution of 7.0 grams of 5-methyl-4-(4-trifluoromethylphenyl)aminothiocarbonylisoxazole and 5 ml of 1,8-diazabicyclo[5.4.0]undec-7-ene in 50 ml of ethanol was heated at 80° C. for 8 hours. The reaction mixture was cooled to room temperature and acidified with 6N hydrochloric acid solution until pH 2. The mixture was then cooled in an ice-water bath for 30 minutes and the solid was filtered, washed with a chilled solution of ethanol and water (2:1) and dried by suction to provide 5.0 grams of 1...